Dataset: the Open Reaction Database (ORD), a public repository of structured organic reaction records. Task: describe an organic reaction: reactants, conditions, products, and yield The reactants are Clc1ccccc1, Cl, O=[N+]([O-])c1c[nH]c([N+](=O)[O-])n1. The product is O=[N+]([O-])c1c[nH]c(Cl)n1. RXN SMILES: [Cl:13][c:14]1[cH:15][cH:16][cH:17][cH:18][cH:19]1.[ClH:12].[N+:1]([O-:2])(=[O:3])[c:4]1[nH:5][cH:6][c:7]([N+:9](=[O:10])[O-:11])[n:8]1>>[c:4]1([Cl:12])[nH:5][cH:6][c:7]([N+:9](=[O:10])[O-:11])[n:8]1. The reactants are CC#N, N#Cc1ccccc1C(F)(F)F, [NH2-], [Na]. Yields the product N#CC=C(N)c1ccccc1C(F)(F)F. Reaction SMILES: [CH3:15][C:16]#[N:17].[F:1][C:2]([c:3]1[c:4]([C:5]#[N:6])[cH:7][cH:8][cH:9][cH:10]1)([F:11])[F:12].[NH2-:14].[Na:13]>>[F:1][C:2]([c:3]1[c:4]([C:5]([NH2:6])=[CH:15][C:16]#[N:17])[cH:7][cH:8][cH:9][cH:10]1)([F:11])[F:12]. The reactants are CCOC(C)=O, CS(C)=O, CC(C)(C)C(=O)Nc1ccc(C(F)(F)F)cc1C=O, CCOC(=O)C=CC(F)(F)F, [LiH]. Yields the product CCOC(=O)C1=Cc2cc(C(F)(F)F)ccc2NC1C(F)(F)F. Reaction SMILES: [CH3:32][CH2:33][O:34][C:35](=[O:36])[CH3:37].[CH3:38][S:39](=[O:40])[CH3:41].[CH:1]([c:3]1[c:4]([NH:13][C:2](=[O:14])[C:15]([CH3:16])([CH3:17])[CH3:18])[cH:5][cH:6][c:7]([C:9]([F:10])([F:11])[F:12])[cH:8]1)=[O:19].[F:21][C:22]([CH:23]=[CH:24][C:25](=[O:26])[O:27][CH2:28][CH3:29])([F:30])[F:31].[LiH:20]>>[CH:1]1=[C:24]([C:25](=[O:26])[O:27][CH2:28][CH3:29])[CH:23]([C:22]([F:21])([F:30])[F:31])[NH:13][c:4]2[c:3]1[cH:8][c:7]([C:9]([F:10])([F:11])[F:12])[cH:6][cH:5]2. The reactants are CS(=O)(=O)Cc1nccn1CCCCc1ccc(O)cc1, Fc1ccc(C=Cc2nc(CCl)co2)cc1F, [H-], [Na+]. The product is CS(=O)(=O)Cc1nccn1CCCCc1ccc(OCc2coc(C=Cc3ccc(F)c(F)c3)n2)cc1. Reaction SMILES: [CH3:18][S:19](=[O:20])(=[O:21])[CH2:22][c:23]1[n:24]([CH2:28][CH2:29][CH2:30][CH2:31][c:32]2[cH:33][cH:34][c:35]([OH:38])[cH:36][cH:37]2)[cH:25][cH:26][n:27]1.[Cl:1][CH2:2][c:3]1[n:4][c:5]([CH:8]=[CH:9][c:10]2[cH:11][c:12]([F:17])[c:13]([F:16])[cH:14][cH:15]2)[o:6][cH:7]1.[H-:39].[Na+:40]>>[CH2:2]([c:3]1[n:4][c:5]([CH:8]=[CH:9][c:10]2[cH:11][c:12]([F:17])[c:13]([F:16])[cH:14][cH:15]2)[o:6][cH:7]1)[O:38][c:35]1[cH:34][cH:33][c:32]([CH2:31][CH2:30][CH2:29][CH2:28][n:24]2[c:23]([CH2:22][S:19]([CH3:18])(=[O:20])=[O:21])[n:27][cH:26][cH:25]2)[cH:37][cH:36]1. The reactants are Cc1c(N2CCN(C(=O)C(F)(F)F)CC2)cc(NC(=O)OC(C)(C)C)cc1N(CCN1CCCC1)C(=O)C(F)(F)F, ClCCl, O=C(O)C(F)(F)F. Yields the product Cc1c(N2CCN(C(=O)C(F)(F)F)CC2)cc(N)cc1N(CCN1CCCC1)C(=O)C(F)(F)F. RXN SMILES: [CH3:1][c:2]1[c:3]([N:28]([C:29]([C:30]([F:31])([F:32])[F:33])=[O:34])[CH2:35][CH2:36][N:37]2[CH2:38][CH2:39][CH2:40][CH2:41]2)[cH:4][c:5]([NH:20][C:21](=[O:22])[O:23][C:24]([CH3:25])([CH3:26])[CH3:27])[cH:6][c:7]1[N:8]1[CH2:9][CH2:10][N:11]([C:14]([C:15]([F:16])([F:17])[F:18])=[O:19])[CH2:12][CH2:13]1.[Cl:42][CH2:43][Cl:44].[OH:45][C:46]([C:47]([F:48])([F:49])[F:50])=[O:51]>>[CH3:1][c:2]1[c:3]([N:28]([C:29]([C:30]([F:31])([F:32])[F:33])=[O:34])[CH2:35][CH2:36][N:37]2[CH2:38][CH2:39][CH2:40][CH2:41]2)[cH:4][c:5]([NH2:20])[cH:6][c:7]1[N:8]1[CH2:9][CH2:10][N:11]([C:14]([C:15]([F:16])([F:17])[F:18])=[O:19])[CH2:12][CH2:13]1. Reactants: COC=1C=C(N)C=CC1 (3-methoxyaniline), CC(=O)NCCC1=CNC2=C1C=C(C=C2)OC (melatonin), ClCC#N (chloroacetonitrile), nitrile. Yields the product COC=1C=C(C=CC1)NCCNC(C)=O (N-[2{(3-Methoxyphenyl)-amino]ethyl}acetamide). Reaction SMILES: [CH3:1][O:2][C:3]1[CH:4]=[C:5]([CH:7]=[CH:8][CH:9]=1)[NH2:6].ClCC#N.[CH3:14][C:15]([NH:17][CH2:18][CH2:19]C1C2C=C(OC)C=CC=2NC=1)=[O:16]>>[CH3:1][O:2][C:3]1[CH:4]=[C:5]([NH:6][CH2:19][CH2:18][NH:17][C:15](=[O:16])[CH3:14])[CH:7]=[CH:8][CH:9]=1. Procedure details: N-cyanoalkylation of 3-methoxyaniline (3l) using chloroacetonitrile, followed by hydrogenation and N-acetylation of the intermediate nitrile 4l [Yield (4l): 58%; 1H-NMR (CDCl3): δ 3.80 (s, 3H), 4.05 (s, 2H), 6.25-6.48 (m, 2H), 7.18 (t, 1H)], according to the procedure previously described for the preparation of 5a, provided the title compound 5l; oil. 1H-NMR (CDCl3): δ 2.00 (s, 3H), 3.27 (m, 2H), 3.53 (m, 2H9, 3.78 (s, 3H), 5.84 (brs, 1H), 6.17-6.32 (m, 3H), 7.09 (t, 1H).